The task is: describe an organic reaction: reactants, conditions, products, and yield. This data is from the Open Reaction Database (ORD), a public repository of structured organic reaction records. The reactants are ClC1=CC=C2C(=N1)N(C(N2CC(C)(C)C)=O)C (5-chloro-1-(2,2-dimethylpropyl)-3-methyl-1,3-dihydro-2H-imidazo[4,5-b]pyridin-2-one), FC1=NC=CC=C1[Sn](CCCC)(CCCC)CCCC (2-fluoro-3-(tributylstannanyl)pyridine). Reagents/catalysts: CC(C)([P](C(C)(C)C)([Pd][P](C(C)(C)C)(C(C)(C)C)C(C)(C)C)C(C)(C)C)C (bis(tri-t-butylphosphine)palladium(0)). Conditions: temperature 90 celsius. Yields the product CC(CN1C(N(C2=NC(=CC=C21)C=2C(=NC=CC2)F)C)=O)(C)C (1-(2,2-dimethylpropyl)-5-(2-fluoropyridin-3-yl)-3-methyl-1,3-dihydro-2H-imidazo[4,5-b]pyridin-2-one). As a reaction SMILES: Cl[C:2]1[N:7]=[C:6]2[N:8]([CH3:17])[C:9](=[O:16])[N:10]([CH2:11][C:12]([CH3:15])([CH3:14])[CH3:13])[C:5]2=[CH:4][CH:3]=1.[F:18][C:19]1[C:24]([Sn](CCCC)(CCCC)CCCC)=[CH:23][CH:22]=[CH:21][N:20]=1>CC(C)([P](C(C)(C)C)([Pd][P](C(C)(C)C)(C(C)(C)C)C(C)(C)C)C(C)(C)C)C>[CH3:13][C:12]([CH3:15])([CH3:14])[CH2:11][N:10]1[C:5]2[C:6](=[N:7][C:2]([C:24]3[C:19]([F:18])=[N:20][CH:21]=[CH:22][CH:23]=3)=[CH:3][CH:4]=2)[N:8]([CH3:17])[C:9]1=[O:16] |^1:40,46|. Procedure details: To a microwave vial was added 5-chloro-1-(2,2-dimethylpropyl)-3-methyl-1,3-dihydro-2H-imidazo[4,5-b]pyridin-2-one (14-1) (25 mg, 0.1 mmol), 2-fluoro-3-(tributylstannanyl)pyridine (55 mg, 0.15 mmol), and bis(tri-t-butylphosphine)palladium(0) (10 mg, 0.02 mmol). The reagents were purged with nitrogen, dissolved in DMF (0.5 ml), and heated at 90° C. overnight. The reaction was cooled to room temperature, diluted with methanol, and passed through a syringe filter. The solution was purified using rev... Starting materials: COCNC(=O)C1=CC=NC=C1 (4-[(methoxymethylamino)carbonyl]pyridine), C=1(C(OC)=CC=CC1)OC (veratrole). Product: COC1=C(C(=O)C2=CC=NC=C2)C=CC=C1OC (4-(2,3-dimethoxybenzoyl)pyridine). RXN SMILES: COCN[C:5]([C:7]1[CH:12]=[CH:11][N:10]=[CH:9][CH:8]=1)=[O:6].[C:13]1([O:21][CH3:22])[C:14](=[CH:17][CH:18]=[CH:19][CH:20]=1)[O:15][CH3:16]>>[CH3:16][O:15][C:14]1[C:13]([O:21][CH3:22])=[CH:20][CH:19]=[CH:18][C:17]=1[C:5]([C:7]1[CH:8]=[CH:9][N:10]=[CH:11][CH:12]=1)=[O:6]. Procedure details: In Scheme H, step c, 4-[(methoxymethylamino)carbonyl]pyridine (19) is reacted with lithiated veratrole to give 4-(2,3-dimethoxybenzoyl)pyridine (12). The reactants are C(C1=CC=CC=C1)OC1=C(C=C(C=C1)C(C(=O)OCC)CO)OC (Ethyl 2-(4-benzyloxy-3-methoxyphenyl)-3-hydroxy-propionate), [Li+].[OH-] (LiOH). Solvent: C1CCOC1 (THF), O (H2O). Reaction conditions: time 2.5 hour. Yields the product C(C1=CC=CC=C1)OC1=C(C=C(C=C1)C(C(=O)O)CO)OC (2-(4-Benzyloxy-3-methoxyphenyl)-3-hydroxy-propionic Acid). RXN SMILES: [CH2:1]([O:8][C:9]1[CH:14]=[CH:13][C:12]([CH:15]([CH2:21][OH:22])[C:16]([O:18]CC)=[O:17])=[CH:11][C:10]=1[O:23][CH3:24])[C:2]1[CH:7]=[CH:6][CH:5]=[CH:4][CH:3]=1.[Li+].[OH-]>C1COCC1.O>[CH2:1]([O:8][C:9]1[CH:14]=[CH:13][C:12]([CH:15]([CH2:21][OH:22])[C:16]([OH:18])=[O:17])=[CH:11][C:10]=1[O:23][CH3:24])[C:2]1[CH:3]=[CH:4][CH:5]=[CH:6][CH:7]=1 |f:1.2|. Procedure: To a solution of ethyl 2-(4-benzyloxy-3-methoxyphenyl)-3-hydroxy-propionate (1.29 g; 3.29 mmol; from step (iii) above) in THF (12.5 mL) was added a solution of LiOH (0.273 g; 6.75 mmol) in H2O (5 mL), and the mixture was stirred at room temperature for 2.5 hours. The resultant mixture was partially concentrated, water (25 mL) was added, the mixture was washed with two portions of CH2Cl2, made acidic with HCl/aq (2M), and extracted with 3 portions of CH2Cl2. The combined organic layers were washe... The reactants are COC(CCCC(C1=CC=C(C(=N1)I)OC)O)=O ((5RS)-5-hydroxy-5-(2-iodo-3-methoxy-6-pyridyl)-pentanoic acid methyl ester). Reported procedure: Under the conditions of example 16 E, 9.98 g of (5RS)-5-hydroxy-5-(2-iodo-3-methoxy-6-pyridyl)-pentanoic acid methyl ester is reacted with 43 g of manganese dioxide for 6 hours, worked up, and the crude product is chromatographed on silica gel with hexane/0-35% ethyl acetate. 4.3 g of 5-(2-iodo-3-methoxy-6-pyridyl)-5-oxopentanoic acid methyl ester of melting point 111° C. is obtained. RXN SMILES: [CH3:1][O:2][C:3](=[O:18])[CH2:4][CH2:5][CH2:6][CH:7]([OH:17])[C:8]1[N:13]=[C:12]([I:14])[C:11]([O:15][CH3:16])=[CH:10][CH:9]=1>[O-2].[O-2].[Mn+4]>[CH3:1][O:2][C:3](=[O:18])[CH2:4][CH2:5][CH2:6][C:7]([C:8]1[N:13]=[C:12]([I:14])[C:11]([O:15][CH3:16])=[CH:10][CH:9]=1)=[O:17] |f:1.2.3|. Reagents/catalysts: [O-2].[O-2].[Mn+4] (manganese dioxide). Yield: 43.3%. The product is COC(CCCC(=O)C1=CC=C(C(=N1)I)OC)=O (5-(2-iodo-3-methoxy-6-pyridyl)-5-oxopentanoic acid methyl ester). Reactants: CC(Oc1ccc(C#N)c(F)c1)C(=O)OC(C)(C)C, CC(Oc1ccc(C#N)c(F)c1)C(=O)OC(C)(C)C. The product is CC(Oc1ccc(CN)c(F)c1)C(=O)OC(C)(C)C. RXN SMILES: [C:1]([CH3:2])([CH3:3])([CH3:4])[O:5][C:6]([CH:7]([CH3:8])[O:9][c:10]1[cH:11][c:12]([F:18])[c:13]([C:16]#[N:17])[cH:14][cH:15]1)=[O:19].[C:20]([O:21][C:22](=[O:23])[CH:24]([O:25][c:26]1[cH:27][cH:28][c:29]([C:30]#[N:31])[c:32]([F:33])[cH:34]1)[CH3:35])([CH3:36])([CH3:37])[CH3:38]>>[C:1]([CH3:2])([CH3:3])([CH3:4])[O:5][C:6]([CH:7]([CH3:8])[O:9][c:10]1[cH:11][c:12]([F:18])[c:13]([CH2:16][NH2:17])[cH:14][cH:15]1)=[O:19]. Starting materials: C([O-])([O-])=O.[K+].[K+] (potassium carbonate), S(=O)(=O)(OC)OC (dimethyl sulfate), FC1=NC(=C2N=CNC2=N1)NC=1C(=NN(C1)C)OC (2-fluoro-N-(3-methoxy-1-methyl-1H-pyrazol-4-yl)-9H-purin-6-amine), C([O-])([O-])=O.[K+].[K+] (potassium carbonate), S(=O)(=O)(OC)OC (dimethyl sulfate). Run in O1CCOCC1 (1,4-dioxane), O1CCOCC1 (1,4-dioxane). Reaction conditions: time 4 hour. The product is FC1=NC(=C2N=CN(C2=N1)C)NC=1C(=NN(C1)C)OC (2-fluoro-N-(3-methoxy-1-methyl-1H-pyrazol-4-yl)-9-methyl -9H-purin-6-amine). The yield is 84.2%. As a reaction SMILES: [F:1][C:2]1[N:10]=[C:9]2[C:5]([N:6]=[CH:7][NH:8]2)=[C:4]([NH:11][C:12]2[C:13]([O:18][CH3:19])=[N:14][N:15]([CH3:17])[CH:16]=2)[N:3]=1.[C:20](=O)([O-])[O-].[K+].[K+].S(OC)(OC)(=O)=O>O1CCOCC1>[F:1][C:2]1[N:10]=[C:9]2[C:5]([N:6]=[CH:7][N:8]2[CH3:20])=[C:4]([NH:11][C:12]2[C:13]([O:18][CH3:19])=[N:14][N:15]([CH3:17])[CH:16]=2)[N:3]=1 |f:1.2.3|. Procedure: To a vigorously stirred suspension of 2-fluoro-N-(3-methoxy-1-methyl-1H-pyrazol-4-yl)-9H-purin-6-amine (7.25 g, 27.5 mmol, 1.00 eq) and potassium carbonate (7.61 g, 55.1 mmol, 2.00 eq) in 1,4-dioxane (92.0 mL), was added dimethyl sulfate (2.90 mL, 30.3 mmol, 1.10 eq) in a dropwise manner over 3 min. After 4 hr, additional portions of 1,4-dioxane (50.0 mL), potassium carbonate (3.80 g, 27.5 mmol, 1.00 eq), and dimethyl sulfate (1.00 mL, 10.4 mmol, 0.30 eq) were added to the reaction mixture. Afte... The reactants are N1(CCNCC1)C(=O)OC(C)(C)C (tert-butyl piperazine-1-carboxylate), BrCC=1C=C(C#N)C=CC1 (3-(bromomethyl)benzonitrile), C(=O)([O-])[O-].[K+].[K+] (K2CO3). The solvent is CCO (EtOH). The product is C(#N)C1=CC=C(CN2CCN(CC2)C(=O)OC(C)(C)C)C=C1 (tert-Butyl 4-(4-cyanobenzyl)piperazine-1-carboxylate). Isolated yield 84.9%. As a reaction SMILES: [N:1]1([C:7]([O:9][C:10]([CH3:13])([CH3:12])[CH3:11])=[O:8])[CH2:6][CH2:5][NH:4][CH2:3][CH2:2]1.BrC[C:16]1[CH:17]=[C:18]([CH:21]=[CH:22][CH:23]=1)[C:19]#[N:20].[C:24]([O-])([O-])=O.[K+].[K+]>CCO>[C:19]([C:18]1[CH:17]=[CH:16][C:23]([CH2:24][N:4]2[CH2:5][CH2:6][N:1]([C:7]([O:9][C:10]([CH3:13])([CH3:12])[CH3:11])=[O:8])[CH2:2][CH2:3]2)=[CH:22][CH:21]=1)#[N:20] |f:2.3.4|. Reported procedure: A solution of tert-butyl piperazine-1-carboxylate (334, 1 g, 5.37 mmol), 3-(bromomethyl)benzonitrile (335, 1.26 g, 6.45 mmol) and K2CO3 (1.48 g, 10.74 mmol) in EtOH (20 mU was refluxed for four hours. The reaction mixture was then concentrated, diluted with EtOAc (20 ml.) and washed with water (20 mL). The organic phase was separated, dried with Na2SO4, filtered and concentrated. Crude product was purified by flash chromatography using the gradient 10%-25% EtOAc in hexanes as an eluent to afford...